This data is from the Open Reaction Database (ORD), a public repository of structured organic reaction records. The task is: describe an organic reaction: reactants, conditions, products, and yield The reactants are C1COCCO1, CC1(C)OB(c2ccc3c(c2)CCN3C(=O)Cc2cccc(C(F)(F)F)c2)OC1(C)C, N#Cc1c(Cl)cncc1Cl, [Na+], O=C([O-])O, O, c1ccc(P(c2ccccc2)(c2ccccc2)[Pd](P(c2ccccc2)(c2ccccc2)c2ccccc2)(P(c2ccccc2)(c2ccccc2)c2ccccc2)P(c2ccccc2)(c2ccccc2)c2ccccc2)cc1. The product is N#Cc1c(Cl)cncc1-c1ccc2c(c1)CCN2C(=O)Cc1cccc(C(F)(F)F)c1. RXN SMILES: [CH2:42]1[O:43][CH2:44][CH2:45][O:46][CH2:47]1.[CH3:11][C:12]1([CH3:13])[C:14]([CH3:15])([CH3:16])[O:17][B:18]([c:19]2[cH:20][c:21]3[c:25]([cH:26][cH:27]2)[N:24]([C:28]([CH2:29][c:30]2[cH:31][c:32]([C:36]([F:37])([F:38])[F:39])[cH:33][cH:34][cH:35]2)=[O:40])[CH2:23][CH2:22]3)[O:41]1.[Cl:1][c:2]1[cH:3][n:4][cH:5][c:6]([Cl:10])[c:7]1[C:8]#[N:9].[Na+:52].[O-:48][C:49]([OH:50])=[O:51].[OH2:53].[cH:54]1[cH:55][cH:56][c:57]([P:58]([Pd:59]([P:60]([c:61]2[cH:62][cH:63][cH:64][cH:65][cH:66]2)([c:67]2[cH:68][cH:69][cH:70][cH:71][cH:72]2)[c:73]2[cH:74][cH:75][cH:76][cH:77][cH:78]2)([P:79]([c:80]2[cH:81][cH:82][cH:83][cH:84][cH:85]2)([c:86]2[cH:87][cH:88][cH:89][cH:90][cH:91]2)[c:92]2[cH:93][cH:94][cH:95][cH:96][cH:97]2)[P:98]([c:99]2[cH:100][cH:101][cH:102][cH:103][cH:104]2)([c:105]2[cH:106][cH:107][cH:108][cH:109][cH:110]2)[c:111]2[cH:112][cH:113][cH:114][cH:115][cH:116]2)([c:117]2[cH:118][cH:119][cH:120][cH:121][cH:122]2)[c:123]2[cH:124][cH:125][cH:126][cH:127][cH:128]2)[cH:129][cH:130]1>>[c:2]1(-[c:19]2[cH:20][c:21]3[c:25]([cH:26][cH:27]2)[N:24]([C:28]([CH2:29][c:30]2[cH:31][c:32]([C:36]([F:37])([F:38])[F:39])[cH:33][cH:34][cH:35]2)=[O:40])[CH2:23][CH2:22]3)[cH:3][n:4][cH:5][c:6]([Cl:10])[c:7]1[C:8]#[N:9]. Reactants: C(C1=CC=CC=C1)OC(=O)CCN1N=NN=C1S (1-(2-benzyloxycarbonylethyl)-1H-tetrazole-5-thiol), [OH-].[Na+] (sodium hydroxide). Solvent: O1CCCC1 (tetrahydrofuran). Run at time 2 hour. Yields the product C(=O)(O)CCN1N=NN=C1S (1-(2-carboxyethyl)-1H-tetrazole-5-thiol). Isolated yield 75.1%. RXN SMILES: C([O:8][C:9]([CH2:11][CH2:12][N:13]1[C:17]([SH:18])=[N:16][N:15]=[N:14]1)=[O:10])C1C=CC=CC=1.[OH-].[Na+]>O1CCCC1>[C:9]([CH2:11][CH2:12][N:13]1[C:17]([SH:18])=[N:16][N:15]=[N:14]1)([OH:10])=[O:8] |f:1.2|. Procedure: A mixture of 3.84 g of 1-(2-benzyloxycarbonylethyl)-1H-tetrazole-5-thiol, 30 ml of tetrahydrofuran and 29 ml of 1 N-sodium hydroxide was allowed to stand at room temperature for 2 hours. The reaction mixture was washed with ethyl acetate and the water layer was adjusted to pH 1 with 10% hydrochloric acid and extracted with ethyl acetate. The extract was washed with an aqueous solution of sodium chloride, dried and concentrated to dryness. By the above procedure there were obtained 1.9 g of powde... The reactants are B, C1CCOC1, O=C1CCC(c2cccc(Cl)c2)C(c2ccc(Cl)cc2)N1C1C=CCC1, [Na+], C1CCOC1, [OH-], OO. Yields the product O=C1CCC(c2cccc(Cl)c2)C(c2ccc(Cl)cc2)N1C1CCC(O)C1. Reaction SMILES: [BH3:32].[CH2:37]1[O:38][CH2:39][CH2:40][CH2:41]1.[Cl:1][c:2]1[cH:3][c:4]([CH:8]2[CH2:9][CH2:10][C:11](=[O:26])[N:12]([CH:21]3[CH:22]=[CH:23][CH2:24][CH2:25]3)[CH:13]2[c:14]2[cH:15][cH:16][c:17]([Cl:20])[cH:18][cH:19]2)[cH:5][cH:6][cH:7]1.[Na+:34].[O:27]1[CH2:28][CH2:29][CH2:30][CH2:31]1.[OH-:33].[OH:35][OH:36]>>[Cl:1][c:2]1[cH:3][c:4]([CH:8]2[CH2:9][CH2:10][C:11](=[O:26])[N:12]([CH:21]3[CH2:22][CH:23]([OH:27])[CH2:24][CH2:25]3)[CH:13]2[c:14]2[cH:15][cH:16][c:17]([Cl:20])[cH:18][cH:19]2)[cH:5][cH:6][cH:7]1.